This data is from the Open Reaction Database (ORD), a public repository of structured organic reaction records. The task is: describe an organic reaction: reactants, conditions, products, and yield Starting materials: C(C)(C)(C)C=1C=C(CN[C@H]2C[S@@](C[C@H]([C@@H]2O)CC2=CC(=C(C(=C2)O[C@@H](C(F)(F)F)COC)[N+](=O)[O-])F)=O)C=CC1 ((1R,3R,4S,5S)-3-(3-tert-butyl-benzylamino)-5-[3-fluoro-4-nitro-5-((R)-2,2,2-tri-fluoro-1-methoxymethyl-ethoxy)-benzyl]-1-oxo-tetrahydro-thiopyran-4-ol). Reagents/catalysts: [Ni] (Ra—Ni). Solvent: CCO (EtOH). The product is NC1=C(C=C(C[C@@H]2C[S@](C[C@@H]([C@H]2O)NCC2=CC(=CC=C2)C(C)(C)C)=O)C=C1O[C@@H](C(F)(F)F)COC)F ((1R,3S,4S,5R)-3-[4-Amino-3-fluoro-5-((R)-2,2,2-trifluoro-1-methoxymethyl-ethoxy)-benzyl]-5-(3-tert-butyl-benzylamino)-1-oxo-tetrahydro-thiopyran-4-ol). As a reaction SMILES: [C:1]([C:5]1[CH:6]=[C:7]([CH:38]=[CH:39][CH:40]=1)[CH2:8][NH:9][C@@H:10]1[C@@H:15]([OH:16])[C@H:14]([CH2:17][C:18]2[CH:23]=[C:22]([O:24][C@H:25]([CH2:30][O:31][CH3:32])[C:26]([F:29])([F:28])[F:27])[C:21]([N+:33]([O-])=O)=[C:20]([F:36])[CH:19]=2)[CH2:13][S@@:12](=[O:37])[CH2:11]1)([CH3:4])([CH3:3])[CH3:2]>CCO.[Ni]>[NH2:33][C:21]1[C:22]([O:24][C@H:25]([CH2:30][O:31][CH3:32])[C:26]([F:29])([F:27])[F:28])=[CH:23][C:18]([CH2:17][C@H:14]2[C@H:15]([OH:16])[C@@H:10]([NH:9][CH2:8][C:7]3[CH:38]=[CH:39][CH:40]=[C:5]([C:1]([CH3:4])([CH3:2])[CH3:3])[CH:6]=3)[CH2:11][S@:12](=[O:37])[CH2:13]2)=[CH:19][C:20]=1[F:36]. Procedure: A solution of (1R,3R,4S,5S)-3-(3-tert-butyl-benzylamino)-5-[3-fluoro-4-nitro-5-((R)-2,2,2-tri-fluoro-1-methoxymethyl-ethoxy)-benzyl]-1-oxo-tetrahydro-thiopyran-4-ol (1.34 g, 2.27 mmol) in EtOH (27 mL) was hydrogenated at 1 bar over Ra—Ni at 40° C. for 7 h. Filtration over Celite and charcoal afforded the title compound after evaporation as an amorphous solid: TLC (toluene-ETA 95:5) Rf=0.28; HPLC RtH1=0.86 min; ESIMS [M+H]+=561; 1H NMR (600 MHz, CDCl3): δ 7.34 (s, 1H), 7.24 (m, 2H), 7.12 (m, 1H),... Reactants: COC1=CC=C(C=N1)C=O (6-methoxypyridine-3-carboxaldehyde), C(CC(=O)[O-])(=O)OCC (monoethyl malonate). Reaction SMILES: [CH3:1][O:2][C:3]1[N:8]=[CH:7][C:6]([CH:9]=O)=[CH:5][CH:4]=1.[C:11]([O:17][CH2:18][CH3:19])(=[O:16])[CH2:12]C([O-])=O>N1CCCCC1.N1C=CC=CC=1>[CH3:1][O:2][C:3]1[N:8]=[CH:7][C:6]([CH:9]=[CH:12][C:11]([O:17][CH2:18][CH3:19])=[O:16])=[CH:5][CH:4]=1. Solvent: N1=CC=CC=C1 (pyridine). Reagents/catalysts: N1CCCCC1 (piperidine). Yield: 79.2%. The product is COC1=CC=C(C=N1)C=CC(=O)OCC (ethyl 3-(6-methoxy-3-pyridyl)acrylate). Procedure details: A mixture of 6-methoxypyridine-3-carboxaldehyde (2.34 g), monoethyl malonate (4.51 g), pyridine (12 ml) and piperidine (6 drops) was heated under reflux for 5 hours and was evaporated to an oil. This oil was partitioned between ether and dilute aqueous ammonia. The ether layer was washed with water and evaporated to an oil which crystallised on standing to give ethyl 3-(6-methoxy-3-pyridyl)acrylate (2.8 g, 79%), m.p. 49-52°.